This data is from the Open Reaction Database (ORD), a public repository of structured organic reaction records. The task is: describe an organic reaction: reactants, conditions, products, and yield Reactants: BrB(Br)Br, ClCCl, COc1ccc(C(=O)c2ccc(I)cc2)cc1. The product is O=C(c1ccc(O)cc1)c1ccc(I)cc1. RXN SMILES: [B:18]([Br:19])([Br:20])[Br:21].[Cl:22][CH2:23][Cl:24].[I:1][c:2]1[cH:3][cH:4][c:5]([C:8](=[O:9])[c:10]2[cH:11][cH:12][c:13]([O:16][CH3:17])[cH:14][cH:15]2)[cH:6][cH:7]1>>[I:1][c:2]1[cH:3][cH:4][c:5]([C:8](=[O:9])[c:10]2[cH:11][cH:12][c:13]([OH:16])[cH:14][cH:15]2)[cH:6][cH:7]1. Reactants: C1(CCCCC1)CN1C(=O)N(C=2N=C(NC2C1=O)[N+](=O)[O-])CC1CCCCC1 (1,3-di-cyclohexylmethyl-8-nitro xanthine), Br (hydrobromic acid). Product: C1(CCCCC1)CN1C(=O)N(C=2N=C(NC2C1=O)Br)CC1CCCCC1 (1,3-Di-cyclohexylmethyl-8-bromo Xanthine). As a reaction SMILES: [CH:1]1([CH2:7][N:8]2[C:17](=[O:18])[C:16]3[NH:15][C:14]([N+]([O-])=O)=[N:13][C:12]=3[N:11]([CH2:22][CH:23]3[CH2:28][CH2:27][CH2:26][CH2:25][CH2:24]3)[C:9]2=[O:10])[CH2:6][CH2:5][CH2:4][CH2:3][CH2:2]1.[BrH:29]>>[CH:1]1([CH2:7][N:8]2[C:17](=[O:18])[C:16]3[NH:15][C:14]([Br:29])=[N:13][C:12]=3[N:11]([CH2:22][CH:23]3[CH2:28][CH2:27][CH2:26][CH2:25][CH2:24]3)[C:9]2=[O:10])[CH2:6][CH2:5][CH2:4][CH2:3][CH2:2]1. Procedure: The title compound was prepared from 1,3-di-cyclohexylmethyl-8-nitro xanthine (1 g, 0.0026 mol) and concentrated hydrobromic acid (40 ml, 48%) over 32 hours using an analogous procedure to that described in Example 15. The title product was obtained as a crystalline solid, m.pt. 247° C. Starting materials: ClC1=NN2C(C(=CC=C2)C2=CC=C(C=C2)N2CCC(CC2)N2CCN(CC2)C)=N1 (2-chloro-8-{4-[4-(4-methyl-piperazin-1-yl)-piperidin-1-yl]-phenyl}-[1,2,4]triazolo[1,5-a]pyridine), CN1CCN(CC1)C=1C=C(N)C=CC1 (3-(4-methylpiperazin-1-yl)aniline), C1(CCCCC1)P(C1=C(C=CC=C1)C1=C(C=CC=C1)P(C1CCCCC1)C1CCCCC1)C1CCCCC1 (2,2′-bis-dicyclohexylphosphanyl-biphenyl). Yields the product CN1CCN(CC1)C=1C=C(C=CC1)NC1=NN2C(C(=CC=C2)C2=CC=C(C=C2)N2CCC(CC2)N2CCN(CC2)C)=N1 ([3-(4-Methyl-piperazin-1-yl)-phenyl]-(8-{4-[4-(4-methyl-piperazin-1-yl)-piperidin-1-yl]-phenyl}-[1,2,4]triazolo[1,5-a]pyridin-2-yl)-amine), solid. The yield is 44.0%. RXN SMILES: Cl[C:2]1[N:29]=[C:5]2[C:6]([C:10]3[CH:15]=[CH:14][C:13]([N:16]4[CH2:21][CH2:20][CH:19]([N:22]5[CH2:27][CH2:26][N:25]([CH3:28])[CH2:24][CH2:23]5)[CH2:18][CH2:17]4)=[CH:12][CH:11]=3)=[CH:7][CH:8]=[CH:9][N:4]2[N:3]=1.[CH3:30][N:31]1[CH2:36][CH2:35][N:34]([C:37]2[CH:38]=[C:39]([CH:41]=[CH:42][CH:43]=2)[NH2:40])[CH2:33][CH2:32]1.C1(P(C2CCCCC2)C2C=CC=CC=2C2C=CC=CC=2P(C2CCCCC2)C2CCCCC2)CCCCC1>>[CH3:30][N:31]1[CH2:32][CH2:33][N:34]([C:37]2[CH:38]=[C:39]([NH:40][C:2]3[N:29]=[C:5]4[C:6]([C:10]5[CH:15]=[CH:14][C:13]([N:16]6[CH2:21][CH2:20][CH:19]([N:22]7[CH2:27][CH2:26][N:25]([CH3:28])[CH2:24][CH2:23]7)[CH2:18][CH2:17]6)=[CH:12][CH:11]=5)=[CH:7][CH:8]=[CH:9][N:4]4[N:3]=3)[CH:41]=[CH:42][CH:43]=2)[CH2:35][CH2:36]1. Procedure details: 206 b) [3-(4-Methyl-piperazin-1-yl)-phenyl]-(8-{4-[4-(4-methyl-piperazin-1-yl)-piperidin-1-yl]-phenyl}-[1,2,4]triazolo[1,5-a]pyridin-2-yl)-amine was prepared from 2-chloro-8-{4-[4-(4-methyl-piperazin-1-yl)-piperidin-1-yl]-phenyl}-[1,2,4]triazolo[1,5-a]pyridine (23.0 mg, 0.0560 mmol) and 3-(4-methylpiperazin-1-yl)aniline (12.0 mg, 0.0627 mmol) with 2,2′-bis-dicyclohexylphosphanyl-biphenyl (5.0 mg, 0.0091 mmol) as the ligand in a manner analogous to Example 2d. Product isolated as a yellow solid (... Starting materials: COC1=CC(=C(C=C1)[N+](=O)[O-])[N+](=O)[O-] (1-methoxy-3,4-dinitrobenzene), C1(CC1)NC(=O)C1=CC=C(C=O)C=C1 (4-cyclopropylaminocarbonylbenzaldehyde). Product: C1(CC1)NC(C1=CC=C(C=C1)C1=NC2=C(N1)C=C(C=C2)OC)=O (N-Cyclopropyl-4-(6-methoxy-1H-benzo[d]imidazol-2-yl)benzamide). RXN SMILES: [CH3:1][O:2][C:3]1[CH:8]=[CH:7][C:6]([N+:9]([O-])=O)=[C:5]([N+:12]([O-])=O)[CH:4]=1.[CH:15]1([NH:18][C:19]([C:21]2[CH:28]=[CH:27][C:24]([CH:25]=O)=[CH:23][CH:22]=2)=[O:20])[CH2:17][CH2:16]1>>[CH:15]1([NH:18][C:19](=[O:20])[C:21]2[CH:28]=[CH:27][C:24]([C:25]3[NH:12][C:5]4[CH:4]=[C:3]([O:2][CH3:1])[CH:8]=[CH:7][C:6]=4[N:9]=3)=[CH:23][CH:22]=2)[CH2:16][CH2:17]1. Procedure details: Compound 635 was prepared according to the procedure similar to that described in Scheme III from 1-methoxy-3,4-dinitrobenzene and 4-cyclopropylaminocarbonylbenzaldehyde. [M+H]+ calcd for C18H17N3O2: 308.14; found: 308.16.